describe an organic reaction: reactants, conditions, products, and yield From a dataset of the Open Reaction Database (ORD), a public repository of structured organic reaction records. Starting materials: O=C(O)c1cc([N+](=O)[O-])ccc1Br, CO, [H][H]. Yields the product Nc1ccc(Br)c(C(=O)O)c1. Reaction SMILES: [Br:1][c:2]1[c:3]([C:4](=[O:5])[OH:6])[cH:7][c:8]([N+:11]([O-:12])=[O:13])[cH:9][cH:10]1.[CH3:16][OH:17].[H:14][H:15]>>[Br:1][c:2]1[c:3]([C:4](=[O:5])[OH:6])[cH:7][c:8]([NH2:11])[cH:9][cH:10]1. Reactants: ClC1=NC=CC(=N1)C(C)O (1-(2-chloropyrimidin-4-yl)ethanol), C(C)N(CC)S(F)(F)F (diethylaminosulfur trifluoride). The solvent is ClCCl (dichloromethane), ClCCl (dichloromethane). Conditions: time 3 hour. The product is ClC1=NC=CC(=N1)C(C)F (2-chloro-4-(1-fluoroethyl)pyrimidine). Yield: 49.2%. As a reaction SMILES: [Cl:1][C:2]1[N:7]=[C:6]([CH:8](O)[CH3:9])[CH:5]=[CH:4][N:3]=1.C(N(S(F)(F)[F:17])CC)C>ClCCl>[Cl:1][C:2]1[N:7]=[C:6]([CH:8]([F:17])[CH3:9])[CH:5]=[CH:4][N:3]=1. Procedure: To a solution of 1-(2-chloropyrimidin-4-yl)ethanol (150 mg, 0.950 mmol) in dichloromethane (3 mL) at 0° C. was added diethylaminosulfur trifluoride (183 mg, 1.14 mmol) dropwise and stirred for 3 hr. The solution was diluted with dichloromethane, washed with saturated aqueous NaHCO3, dried with MgSO4, and concentrated to dryness. Purification on silica gel by flash chromatography (0-50% EtOAc/hexanes) afforded 2-chloro-4-(1-fluoroethyl)pyrimidine (75 mg, 0.467 mmol, 49% yield) as a yellow oil. MS... Starting materials: [Cl-].O[NH3+] (hydroxylammonium chloride), C(O)([O-])=O.[Na+] (sodium hydrogencarbonate), CS(=O)C (dimethyl sulfoxide), CC(C(CN1C(N(C2=C(C1=O)C=C(S2)CC)CC2=CC=C(C=C2)C=2C(=CC=CC2)C#N)=O)=O)(C)C (4′-{[3-(3,3-dimethyl-2-oxobutyl)-6-ethyl-2,4-dioxo-3,4-dihydrothieno[2,3-d]pyrimidin-1(2H)-yl]methyl}biphenyl-2-carbonitrile). Run in O (water), C(C)(=O)OCC (ethyl acetate). Conditions: temperature 40 celsius, time 30 minute. Yields the product CC(C(CN1C(N(C2=C(C1=O)C=C(S2)CC)CC2=CC=C(C=C2)C2=C(C=CC=C2)C2=NOC(N2)=O)=O)=O)(C)C (3-(3,3-dimethyl-2-oxobutyl)-6-ethyl-1-{[2′-(5-oxo-4,5-dihydro-1,2,4-oxadiazol-3-yl)biphenyl-4-yl]methyl}thieno[2,3-d]pyrimidine-2,4(1H,3H)-dione). Yield: 74.1%. As a reaction SMILES: [Cl-].O[NH3+:3].[C:4](=[O:7])([O-])[OH:5].[Na+].CS(C)=O.[CH3:13][C:14]([CH3:47])([CH3:46])[C:15](=[O:45])[CH2:16][N:17]1[C:22](=[O:23])[C:21]2[CH:24]=[C:25]([CH2:27][CH3:28])[S:26][C:20]=2[N:19]([CH2:29][C:30]2[CH:35]=[CH:34][C:33]([C:36]3[C:37]([C:42]#[N:43])=[CH:38][CH:39]=[CH:40][CH:41]=3)=[CH:32][CH:31]=2)[C:18]1=[O:44]>O.C(OCC)(=O)C>[CH3:47][C:14]([CH3:46])([CH3:13])[C:15](=[O:45])[CH2:16][N:17]1[C:22](=[O:23])[C:21]2[CH:24]=[C:25]([CH2:27][CH3:28])[S:26][C:20]=2[N:19]([CH2:29][C:30]2[CH:35]=[CH:34][C:33]([C:36]3[CH:41]=[CH:40][CH:39]=[CH:38][C:37]=3[C:42]3[NH:3][C:4](=[O:7])[O:5][N:43]=3)=[CH:32][CH:31]=2)[C:18]1=[O:44] |f:0.1,2.3|. Procedure: A mixture of hydroxylammonium chloride (0.87 g), sodium hydrogencarbonate (1.3 g) and dimethyl sulfoxide (8 mL) was stirred at 40° C. for 30 min, 4′-{[3-(3,3-dimethyl-2-oxobutyl)-6-ethyl-2,4-dioxo-3,4-dihydrothieno[2,3-d]pyrimidin-1(2H)-yl]methyl}biphenyl-2-carbonitrile (0.77 g) was added, and the mixture was stirred at 90° C. for 20 hr. After allowing to cool to room temperature, ethyl acetate and water were added to the reaction mixture, and the mixture was extracted with ethyl acetate. The or... Procedure details: A mixture of 0.112 gm (0.7 mMol) 3-chloropropyl phenyl ether, 0.150 gm (0.7 mMol) 4-hydroxy-4-(quinolin-3-yl)piperidine, and 0.136 gm (1.5 mMol) potassium carbonate in 5 mL acetonitrile was heated to reflux for 18 hours. The reaction mixture was then cooled to room temperature and partitioned between ethyl acetate and 2N sodium hydroxide. The phases were separated and the aqueous phase extracted well with ethyl acetate. The combined organic extracts were washed with saturated aqueous sodium chlo... The product is O(C1=CC=CC=C1)CCCN1CCC(CC1)(C=1C=NC2=CC=CC=C2C1)O (1-(3-phenoxyprop-1-yl)-4-hydroxy-4-(quinolin-3-yl)piperidine). Reactants: C1(=CC=CC=C1)OCCCCl (3-chloropropyl phenyl ether), OC1(CCNCC1)C=1C=NC2=CC=CC=C2C1 (4-hydroxy-4-(quinolin-3-yl)piperidine), C([O-])([O-])=O.[K+].[K+] (potassium carbonate). Isolated yield 56.0%. The solvent is C(C)#N (acetonitrile). RXN SMILES: [C:1]1([O:7][CH2:8][CH2:9][CH2:10]Cl)[CH:6]=[CH:5][CH:4]=[CH:3][CH:2]=1.[OH:12][C:13]1([C:19]2[CH:20]=[N:21][C:22]3[C:27]([CH:28]=2)=[CH:26][CH:25]=[CH:24][CH:23]=3)[CH2:18][CH2:17][NH:16][CH2:15][CH2:14]1.C(=O)([O-])[O-].[K+].[K+]>C(#N)C>[O:7]([CH2:8][CH2:9][CH2:10][N:16]1[CH2:17][CH2:18][C:13]([OH:12])([C:19]2[CH:20]=[N:21][C:22]3[C:27]([CH:28]=2)=[CH:26][CH:25]=[CH:24][CH:23]=3)[CH2:14][CH2:15]1)[C:1]1[CH:6]=[CH:5][CH:4]=[CH:3][CH:2]=1 |f:2.3.4|. Starting materials: ClC=1C=CC(=C2N3C(=NC21)N(CCC3)C3=C(C=C(C=C3C)Cl)Cl)C=O (9-chloro-1-(2,4-dichloro-6-methylphenyl)-1,2,3,4-tetrahydropyrimido[1,2-a]benzimidazole-6-carbaldehyde), C(C=C)[Mg]Br (allylmagnesium bromide). Run in O1CCCC1 (tetrahydrofuran), [Cl-].[NH4+] (ammonium chloride). Run at time 1 hour. Yields the product ClC1=CC=C(C=2N3C(=NC21)N(CCC3)C3=C(C=C(C=C3C)Cl)Cl)C(CC=C)O (1-[9-Chloro-1-(2,4-dichloro-6-methylphenyl)-1,2,3,4-tetrahydropyrimido[1,2-a]benzimidazol-6-yl]but-3-en-1-ol). Reaction SMILES: [Cl:1][C:2]1[CH:3]=[CH:4][C:5]([CH:24]=[O:25])=[C:6]2[C:10]=1[N:9]=[C:8]1[N:11]([C:15]3[C:20]([CH3:21])=[CH:19][C:18]([Cl:22])=[CH:17][C:16]=3[Cl:23])[CH2:12][CH2:13][CH2:14][N:7]21.[CH2:26]([Mg]Br)[CH:27]=[CH2:28]>O1CCCC1.[Cl-].[NH4+]>[Cl:1][C:2]1[C:10]2[N:9]=[C:8]3[N:11]([C:15]4[C:20]([CH3:21])=[CH:19][C:18]([Cl:22])=[CH:17][C:16]=4[Cl:23])[CH2:12][CH2:13][CH2:14][N:7]3[C:6]=2[C:5]([CH:24]([OH:25])[CH2:28][CH:27]=[CH2:26])=[CH:4][CH:3]=1 |f:3.4|. Reported procedure: To a suspension of 9-chloro-1-(2,4-dichloro-6-methylphenyl)-1,2,3,4-tetrahydropyrimido[1,2-a]benzimidazole-6-carbaldehyde (200 mg, 0.507 mmol) in tetrahydrofuran (5 mL) was added dropwise allylmagnesium bromide (1 M solution in diethyl ether, 1.00 mL, 1.00 mmol) at 0° C., and the mixture was stirred at room temperature for 1 hr. The reaction mixture was diluted with aqueous saturated ammonium chloride, and extracted with ethyl acetate. The combined organic layer was washed with brine, dried over... RXN SMILES: [C:57]([Cl:58])([Cl:59])([Cl:60])[Cl:61].[CH2:1]([c:2]1[cH:3][cH:4][cH:5][cH:6][cH:7]1)[O:8][c:9]1[cH:10][c:11]2[c:12]([c:13]3[c:14]([C:22](=[O:23])[O:24][CH3:25])[c:15]([C:18]([F:19])([F:20])[F:21])[nH:16][c:17]13)[CH:26]([CH2:36][OH:37])[CH2:27][N:28]2[C:29](=[O:30])[O:31][C:32]([CH3:33])([CH3:34])[CH3:35].[CH3:62][C:63]#[N:64].[c:38]1([P:39]([c:40]2[cH:41][cH:42][cH:43][cH:44][cH:45]2)[c:46]2[cH:47][cH:48][cH:49][cH:50][cH:51]2)[cH:52][cH:53][cH:54][cH:55][cH:56]1>>[CH2:1]([c:2]1[cH:3][cH:4][cH:5][cH:6][cH:7]1)[O:8][c:9]1[cH:10][c:11]2[c:12]([c:13]3[c:14]([C:22](=[O:23])[O:24][CH3:25])[c:15]([C:18]([F:19])([F:20])[F:21])[nH:16][c:17]13)[CH:26]([CH2:36][Cl:58])[CH2:27][N:28]2[C:29](=[O:30])[O:31][C:32]([CH3:33])([CH3:34])[CH3:35]. Yields the product COC(=O)c1c(C(F)(F)F)[nH]c2c(OCc3ccccc3)cc3c(c12)C(CCl)CN3C(=O)OC(C)(C)C. Reactants: ClC(Cl)(Cl)Cl, COC(=O)c1c(C(F)(F)F)[nH]c2c(OCc3ccccc3)cc3c(c12)C(CO)CN3C(=O)OC(C)(C)C, CC#N, c1ccc(P(c2ccccc2)c2ccccc2)cc1. The reactants are C1CCOC1, CN(C)C(=S)Cl, COc1cc(C(C)=O)ccc1O, [K+], [Na+], [OH-], [OH-], O. Yields the product COc1cc(C(C)=O)ccc1OC(=S)N(C)C. RXN SMILES: [CH2:22]1[O:23][CH2:24][CH2:25][CH2:26]1.[CH3:15][N:16]([C:17](=[S:18])[Cl:19])[CH3:20].[CH3:1][C:2](=[O:3])[c:4]1[cH:5][c:6]([O:7][CH3:8])[c:9]([OH:10])[cH:11][cH:12]1.[K+:14].[Na+:28].[OH-:13].[OH-:27].[OH2:21]>>[CH3:1][C:2](=[O:3])[c:4]1[cH:5][c:6]([O:7][CH3:8])[c:9]([O:10][C:17]([N:16]([CH3:15])[CH3:20])=[S:18])[cH:11][cH:12]1.